describe an organic reaction: reactants, conditions, products, and yield From a dataset of the Open Reaction Database (ORD), a public repository of structured organic reaction records. Procedure: Following the procedure as describe in Example 12, making variations as required to replace (5-fluoropyridin-3-yl)methanamine with oxazol-4-ylmethanamine to react with 2-(3-isobutyl-2-oxoimidazolidin-1-yl)-4-methylthiazole-5-carboxylic acid in place of 2-(3-(cyclopropylmethyl)-2-oxoimidazolidin-1-yl)-4-methylthiazole-5-carboxylic acid, the title compound was obtained as a colorless solid in 17% yield: mp 115-118° C.; 1H NMR (300 MHz, CDCl3) δ7.85 (s, 1H), 7.64 (s, 1H), 6.36-6.32 (m, 1H), 4.47 (d... The reactants are FC=1C=C(C=NC1)CN ((5-fluoropyridin-3-yl)methanamine), O1C=NC(=C1)CN (oxazol-4-ylmethanamine), C(C(C)C)N1C(N(CC1)C=1SC(=C(N1)C)C(=O)O)=O (2-(3-isobutyl-2-oxoimidazolidin-1-yl)-4-methylthiazole-5-carboxylic acid). Yields the product C(C(C)C)N1C(N(CC1)C=1SC(=C(N1)C)C(=O)NCC=1N=COC1)=O (2-(3-isobutyl-2-oxoimidazolidin-1-yl)-4-methyl-N-(oxazol-4-ylmethyl)thiazole-5-carboxamide). Isolated yield 17.0%. RXN SMILES: FC1C=C(CN)C=NC=1.[O:10]1[CH:14]=[C:13]([CH2:15][NH2:16])[N:12]=[CH:11]1.[CH2:17]([N:21]1[CH2:25][CH2:24][N:23]([C:26]2[S:27][C:28]([C:32](O)=[O:33])=[C:29]([CH3:31])[N:30]=2)[C:22]1=[O:35])[CH:18]([CH3:20])[CH3:19]>>[CH2:17]([N:21]1[CH2:25][CH2:24][N:23]([C:26]2[S:27][C:28]([C:32]([NH:16][CH2:15][C:13]3[N:12]=[CH:11][O:10][CH:14]=3)=[O:33])=[C:29]([CH3:31])[N:30]=2)[C:22]1=[O:35])[CH:18]([CH3:20])[CH3:19]. Starting materials: C(=C\CCC)/N1CCCC1 (N-[1-(E)-penten-1-yl]pyrrolidine), C(C=C)#N (acrylonitrile), O (water). Solvent: O1CCOCC1 (1,4-dioxane). Yields the product C(=O)C(CCC#N)CCC (4-formylheptanenitrile). Isolated yield 33.0%. RXN SMILES: [CH:1](/N1CCCC1)=[CH:2]\[CH2:3][CH2:4][CH3:5].[C:11](#[N:14])[CH:12]=[CH2:13].[OH2:15]>O1CCOCC1>[CH:1]([CH:2]([CH2:3][CH2:4][CH3:5])[CH2:13][CH2:12][C:11]#[N:14])=[O:15]. Procedure: A solution of 142.23 g (1.02 mol) of N-[1-(E)-penten-1-yl]pyrrolidine and 100 mL (80.6 g, 1.52 mol) of acrylonitrile in 570 mL of 1,4-dioxane was heated at gentle reflux, under argon, for 16 hr. 50 mL of water was then added and the mixture was stirred at reflux for a further 8 hr. After concentration in vacuo, 200 g of ice, 400 mL of 3N hydrogen chloride solution, and 600 mL of methylene chloride were added, and the mixture was stirred for 15 min. The aqueous layer was separated and extracted w... Reactants: COC=1C=C2C(=NC=NC2=CC1OC)SC=1C=C(N)C=CC1 (3-(6,7-dimethoxyquinazolin-4-ylthio)aniline), C(#N)C(C)(C)C1=NN(C(=C1)NC(OC1=CC=CC=C1)=O)C1=CC=CC=C1 (phenyl 3-(2-cyanopropan-2-yl)-1-phenyl-1H-pyrazol-5-ylcarbamate). Reagents/catalysts: CN(C)C=1C=CN=CC1 (DMAP). Run in C1CCOC1 (THF). Product: C(#N)C(C)(C)C1=NN(C(=C1)NC(=O)NC1=CC(=CC=C1)SC1=NC=NC2=CC(=C(C=C12)OC)OC)C1=CC=CC=C1 (1-(3-(2-cyanopropan-2-yl)-1-phenyl-1H-pyrazol-5-yl)-3-(3-(6,7-dimethoxyquinazolin-4-ylthio)phenyl)urea). The yield is 40.6%. RXN SMILES: [CH3:1][O:2][C:3]1[CH:4]=[C:5]2[C:10](=[CH:11][C:12]=1[O:13][CH3:14])[N:9]=[CH:8][N:7]=[C:6]2[S:15][C:16]1[CH:17]=[C:18]([CH:20]=[CH:21][CH:22]=1)[NH2:19].[C:23]([C:25]([C:28]1[CH:32]=[C:31]([NH:33][C:34](=O)[O:35]C2C=CC=CC=2)[N:30]([C:43]2[CH:48]=[CH:47][CH:46]=[CH:45][CH:44]=2)[N:29]=1)([CH3:27])[CH3:26])#[N:24]>C1COCC1.CN(C1C=CN=CC=1)C>[C:23]([C:25]([C:28]1[CH:32]=[C:31]([NH:33][C:34]([NH:19][C:18]2[CH:20]=[CH:21][CH:22]=[C:16]([S:15][C:6]3[C:5]4[C:10](=[CH:11][C:12]([O:13][CH3:14])=[C:3]([O:2][CH3:1])[CH:4]=4)[N:9]=[CH:8][N:7]=3)[CH:17]=2)=[O:35])[N:30]([C:43]2[CH:48]=[CH:47][CH:46]=[CH:45][CH:44]=2)[N:29]=1)([CH3:27])[CH3:26])#[N:24]. Reported procedure: Using the procedure described in Example 306B, to a solution of 3-(6,7-dimethoxyquinazolin-4-ylthio)aniline (94 mg, 0.3 mmol), prepared as described in Example 115B, in THF (3.3 ml) was added DMAP (20 mg, 0.16 mmol) and phenyl 3-(2-cyanopropan-2-yl)-1-phenyl-1H-pyrazol-5-ylcarbamate (104 mg, 0.3 mmol) described in in Example 308A to afford 1-(3-(2-cyanopropan-2-yl)-1-phenyl-1H-pyrazol-5-yl)-3-(3-(6,7-dimethoxyquinazolin-4-ylthio)phenyl)urea (68.87 mg, 40%) as a solid. 1H NMR (300 MHz, DMSO-d6) δ... Reactants: ClC1=NC=C(C(=N1)NC1=CC(=C(C=C1)OC)C(=O)OC)F (2-chloro-5-fluoro-N4-(3-methyloxycarbonyl-4-methoxyphenyl)-4-pyrimidineamine), Cl.CN (methylamine hydrochloride), C(C)(C)N(CC)C(C)C (diisopropylethylamine). Run in CO (MeOH), O (H2O). Reaction conditions: temperature 100 celsius. Product: FC=1C(=NC(=NC1)NC)NC1=CC(=C(C=C1)OC)C(=O)NC (5-fluoro-N4-(3-methylaminocarbonyl-4-methoxyphenyl)-N2-methyl-2,4-pyrimidinediamine). Reaction SMILES: Cl[C:2]1[N:7]=[C:6]([NH:8][C:9]2[CH:14]=[CH:13][C:12]([O:15][CH3:16])=[C:11]([C:17]([O:19]C)=O)[CH:10]=2)[C:5]([F:21])=[CH:4][N:3]=1.Cl.[CH3:23][NH2:24].C([N:28]([CH:31](C)C)CC)(C)C>CO.O>[F:21][C:5]1[C:6]([NH:8][C:9]2[CH:14]=[CH:13][C:12]([O:15][CH3:16])=[C:11]([C:17]([NH:28][CH3:31])=[O:19])[CH:10]=2)=[N:7][C:2]([NH:24][CH3:23])=[N:3][CH:4]=1 |f:1.2|. Procedure: A mixture of 2-chloro-5-fluoro-N4-(3-methyloxycarbonyl-4-methoxyphenyl)-4-pyrimidineamine (0.15 g, 0.4 mmol), methylamine hydrochloride (0.324 g, 48 mmol) and diisopropylethylamine (0.84 mL, 48 mmol) in MeOH (2 mL) was heated in a sealed tube at 100° C. for 24 h (followed by TLC). The reaction was cooled to room temperature and diluted with H2O (20 mL). The solid was filtered, washed with H2O and dried to obtain 5-fluoro-N4-(3-methylaminocarbonyl-4-methoxyphenyl)-N2-methyl-2,4-pyrimidinediamine ... Starting materials: [BH4-], CO, [Na+], [Na+], [OH-], CCCC(=O)CCC(C(=O)O)c1ccccc1. Product: CCCC(O)CCC(C(=O)O)c1ccccc1. As a reaction SMILES: [BH4-:18].[CH3:22][OH:23].[Na+:19].[Na+:21].[OH-:20].[c:1]1([CH:7]([C:8](=[O:9])[OH:10])[CH2:11][CH2:12][C:13]([CH2:14][CH2:15][CH3:16])=[O:17])[cH:2][cH:3][cH:4][cH:5][cH:6]1>>[c:1]1([CH:7]([C:8](=[O:9])[OH:10])[CH2:11][CH2:12][CH:13]([CH2:14][CH2:15][CH3:16])[OH:17])[cH:2][cH:3][cH:4][cH:5][cH:6]1. Starting materials: O=C1SC(C(N1)=O)CC1=CC=C(OCC(=O)NC2=C(C=C(C=C2)OC2=CC=C(C=C2)N2C=NC=C2)N(C(OC(C)(C)C)=O)C)C=C1 (t-butyl N-{2-[4-(2,4-dioxothiazolidin-5-ylmethyl)phenoxyacetylamino]-5-[4-(imidazole-1-yl)phenoxy]phenyl}-N-methylcarbamate), Cl.O1CCOCC1 (hydrogen chloride dioxane). Reaction conditions: time 19 hour. Product: Cl.Cl.N1(C=NC=C1)C1=CC=C(OC=2C=CC3=C(N(C(=N3)COC3=CC=C(CC4C(NC(S4)=O)=O)C=C3)C)C2)C=C1 (5-{4-(6-[4-(Imidazole-1-yl)phenoxy]-1-methyl-1H-benzimidazole-2-ylmethoxy)benzyl}thiazolidine-2,4-dione dihydrochloride). As a reaction SMILES: [O:1]=[C:2]1[NH:6][C:5](=[O:7])[CH:4]([CH2:8][C:9]2[CH:46]=[CH:45][C:12]([O:13][CH2:14][C:15]([NH:17][C:18]3[CH:23]=[CH:22][C:21]([O:24][C:25]4[CH:30]=[CH:29][C:28]([N:31]5[CH:35]=[CH:34][N:33]=[CH:32]5)=[CH:27][CH:26]=4)=[CH:20][C:19]=3[N:36]([CH3:44])C(=O)OC(C)(C)C)=O)=[CH:11][CH:10]=2)[S:3]1.[ClH:47].O1CCOCC1>>[ClH:47].[ClH:47].[N:31]1([C:28]2[CH:29]=[CH:30][C:25]([O:24][C:21]3[CH:22]=[CH:23][C:18]4[N:17]=[C:15]([CH2:14][O:13][C:12]5[CH:45]=[CH:46][C:9]([CH2:8][CH:4]6[S:3][C:2](=[O:1])[NH:6][C:5]6=[O:7])=[CH:10][CH:11]=5)[N:36]([CH3:44])[C:19]=4[CH:20]=3)=[CH:26][CH:27]=2)[CH:35]=[CH:34][N:33]=[CH:32]1 |f:1.2,3.4.5|. Procedure details: A mixture of t-butyl N-{2-[4-(2,4-dioxothiazolidin-5-ylmethyl)phenoxyacetylamino]-5-[4-(imidazole-1-yl)phenoxy]phenyl}-N-methylcarbamate (1.75 g) and 4N hydrogen chloride/dioxane (20 ml) was stirred at ambient temperature for 19 hours. The solvent of the reaction mixture was evaporated to dryness. To the residue was added ethyl acetate and insoluble product was collected by filtration. The product was purified by reversed-phase high performance liquid chromatography using acetonitrile/water=7/13... Starting materials: C(CCCCC)(=O)OC1=CC=C(C(=O)O)C=C1 (4-hexanoyloxybenzoic acid), S(=O)(Cl)Cl (thionyl chloride). The solvent is C1(=CC=CC=C1)C (toluene). The product is C(CCCCC)(=O)OC1=CC=C(C(=O)Cl)C=C1 (4-hexanoyloxybenzoic acid chloride). The yield is 81.6%. Reaction SMILES: [C:1]([O:8][C:9]1[CH:17]=[CH:16][C:12]([C:13](O)=[O:14])=[CH:11][CH:10]=1)(=[O:7])[CH2:2][CH2:3][CH2:4][CH2:5][CH3:6].S(Cl)([Cl:20])=O>C1(C)C=CC=CC=1>[C:1]([O:8][C:9]1[CH:17]=[CH:16][C:12]([C:13]([Cl:20])=[O:14])=[CH:11][CH:10]=1)(=[O:7])[CH2:2][CH2:3][CH2:4][CH2:5][CH3:6]. Procedure details: A mixture of 10 g of the resultant 4-hexanoyloxybenzoic acid, 8 g thionyl chloride and 100 ml toluene was stirred and externally heated to be refluxed for three hours. After distilling off the toluene from the mixture, the residue was distilled under reduced pressure to give 8.8 g 4-hexanoyloxybenzoic acid chloride in 82% yield based upon the amount of the 4-hexanoyloxybenzoic acid. Reactants: N1CCCC1 (pyrrolidine), BrC1=C(C=CC=C1)C(CCCC(=O)OC)=O (methyl 2-bromo-δ-oxobenzenepentanoate), [NH4+].[Cl-] (NH4Cl), N1CCCC1 (pyrrolidine), [NH4+].[Cl-] (NH4Cl). Reaction conditions: time 16 hour. The product is BrC1=C(C=CC=C1)C(CCCC(=O)N1CCCC1)=O (1-[5-(2-bromophenyl)-1,5-dioxopentyl]pyrrolidine). Reaction SMILES: [NH:1]1[CH2:5][CH2:4][CH2:3][CH2:2]1.[Br:6][C:7]1[CH:12]=[CH:11][CH:10]=[CH:9][C:8]=1[C:13](=[O:21])[CH2:14][CH2:15][CH2:16][C:17](OC)=[O:18].[NH4+].[Cl-]>>[Br:6][C:7]1[CH:12]=[CH:11][CH:10]=[CH:9][C:8]=1[C:13](=[O:21])[CH2:14][CH2:15][CH2:16][C:17]([N:1]1[CH2:5][CH2:4][CH2:3][CH2:2]1)=[O:18] |f:2.3|. Procedure: To 1ml of pyrrolidine is added with stirring 0.100g (0.35 mmol) of the product of Example 3, and 5 mg of NH4Cl. The combined reagents were stirred in a sealed tube for 16 hours at room temperature. After this time, an additional 1 ml of pyrrolidine and 5 mg of NH4Cl was added and the reaction mixture was stirred an additional 16 hours. The solvent was removed under reduced pressure and the residue was flash chromatographed. Elution with diethyl ether produced 0.13 g of the titled product, which ...